The task is: describe an organic reaction: reactants, conditions, products, and yield. This data is from the Open Reaction Database (ORD), a public repository of structured organic reaction records. Starting materials: FC1=CC=C(C=C1)C([C@H](C)NC(OC(C)(C)C)=O)=O (t-butyl N-[(1S)-2-(4-fluorophenyl)-1-methyl-2-oxoethyl]carbamate), CC(C)(C)[S@@](=O)N ((R)-(+)-2-methyl-2-propanesulfinamide). Yields the product C(C)(C)(C)[S@@](=O)N=C([C@H](C)NC(OC(C)(C)C)=O)C1=CC=C(C=C1)F (t-butyl N-[(1S)-2-[((R)-t-butylsulfinyl)imino]-2-(4-fluorophenyl)-1-methylethyl]carbamate). RXN SMILES: [F:1][C:2]1[CH:7]=[CH:6][C:5]([C:8](=O)[C@@H:9]([NH:11][C:12](=[O:18])[O:13][C:14]([CH3:17])([CH3:16])[CH3:15])[CH3:10])=[CH:4][CH:3]=1.[CH3:20][C:21]([S@:24]([NH2:26])=[O:25])([CH3:23])[CH3:22]>>[C:21]([S@:24]([N:26]=[C:8]([C:5]1[CH:6]=[CH:7][C:2]([F:1])=[CH:3][CH:4]=1)[C@@H:9]([NH:11][C:12](=[O:18])[O:13][C:14]([CH3:17])([CH3:16])[CH3:15])[CH3:10])=[O:25])([CH3:23])([CH3:22])[CH3:20]. Procedure details: Condensation of t-butyl N-[(1S)-2-(4-fluorophenyl)-1-methyl-2-oxoethyl]carbamate with (R)-(+)-2-methyl-2-propanesulfinamide in the presence of a dehydrating agent gave t-butyl N-[(1S)-2-[((R)-t-butylsulfinyl)imino]-2-(4-fluorophenyl)-1-methylethyl]carbamate. To a solution of the sulfinylimine compound (80 mg) in toluene (2 mL) was added 1.0M trimethylaluminum/hexane solution (0.43 mL) at −78° C., followed by stirring for 5 minutes. The resulting solution was gradually added dropwise at −78° C. t... Starting materials: O=CC1=CC(O)=C(OC)C=C1 (Isovanillin), EtOAc petrol, CC1=CC=C(C=C1)S(=O)(=O)OCCCCC#C (hex-5-ynyl 4-methylbenzenesulfonate), crude product. The product is C(CCCC#C)OC=1C=C(C=O)C=CC1OC (3-(hex-5-ynyloxy)-4-methoxybenzaldehyde). Yield: 57.0%. RXN SMILES: [O:1]=[CH:2][C:3]1[CH:11]=[CH:10][C:7]([O:8][CH3:9])=[C:5]([OH:6])[CH:4]=1.[CH3:12][C:13]1C=[CH:17][C:16](S(OCCCCC#C)(=O)=O)=[CH:15][CH:14]=1>>[CH2:17]([O:6][C:5]1[CH:4]=[C:3]([CH:11]=[CH:10][C:7]=1[O:8][CH3:9])[CH:2]=[O:1])[CH2:16][CH2:15][CH2:14][C:13]#[CH:12]. Procedure: Isovanillin (0.78 g, 5.2 mmol) was alkylated using hex-5-ynyl 4-methylbenzenesulfonate (1.95 g, 7.73 mmol according to Procedure 4. The crude product was recystallised from EtOAc/petrol to provide 3-(hex-5-ynyloxy)-4-methoxybenzaldehyde (0.68 g, 57%) as a colourless crystalline solid; mp 66-67° C.; δH (400 MHz, CDCl3) 1.74 (p, J=7.2 Hz, 2H, CH2), 1.96-2.0 (m, 3H, CH2, C≡CH), 2.30 (td, J=7.2, 2.8 Hz, 2H, CH2C≡CH), 3.95 (s, 3H, OCH3), 4.11 (t, J=7.2 Hz, 2H, OCH2), 6.97 (d, J5,6=8.0 Hz, 1H, H5), 7....